From a dataset of the Open Reaction Database (ORD), a public repository of structured organic reaction records. describe an organic reaction: reactants, conditions, products, and yield The reactants are CCOC(=O)N1CCC(C#N)(c2ccccc2C)CC1, C, CCO, Cl, [Pd]. Product: CCOC(=O)N1CCC(CN)(c2ccccc2C)CC1. As a reaction SMILES: [C:1](#[N:2])[C:3]1([c:14]2[c:15]([CH3:20])[cH:16][cH:17][cH:18][cH:19]2)[CH2:4][CH2:5][N:6]([C:9](=[O:10])[O:11][CH2:12][CH3:13])[CH2:7][CH2:8]1.[C:25].[CH3:22][CH2:23][OH:24].[ClH:21].[Pd:26]>>[CH2:1]([NH2:2])[C:3]1([c:14]2[c:15]([CH3:20])[cH:16][cH:17][cH:18][cH:19]2)[CH2:4][CH2:5][N:6]([C:9](=[O:10])[O:11][CH2:12][CH3:13])[CH2:7][CH2:8]1. Starting materials: CC1=C(C(=O)O)C=CC(=C1)C (2,4-dimethylbenzoic acid), II (iodine), I(=O)(=O)(=O)[O-].[Na+] (sodium periodate), S(O)(O)(=O)=O (sulfuric acid). Run in O (water), C(C)(=O)O (acetic acid), C(C)(=O)O (acetic acid). Conditions: temperature 105 celsius, time 6 hour. Yields the product IC=1C(=CC(=C(C(=O)O)C1)C)C (5-iodo-2,4-dimethylbenzoic acid). The yield is 149.2%. Reaction SMILES: [CH3:1][C:2]1[CH:10]=[C:9]([CH3:11])[CH:8]=[CH:7][C:3]=1[C:4]([OH:6])=[O:5].II.[I:14]([O-])(=O)(=O)=O.[Na+].S(=O)(=O)(O)O>O.C(O)(=O)C>[I:14][C:8]1[C:9]([CH3:11])=[CH:10][C:2]([CH3:1])=[C:3]([CH:7]=1)[C:4]([OH:6])=[O:5] |f:2.3|. Procedure: Commercially available 2,4-dimethylbenzoic acid (6.6 g, 44.0 mmol), iodine (12.1 g, 47.8 mmol), and sodium periodate (4.38 g, 22.1 mmol) were placed in a reaction vessel, and acetic acid (60 ml), anhydrous acetic acid (3 ml), and sulfuric acid (0.75 g) were added thereto. The resulting mixture was stirred at 105° C. for 6 hours. The reaction solution was poured into water (300 ml). The resulting insoluble material was isolated by filtration, washed with water (500 ml), and then dissolved in ethy...